This data is from the Open Reaction Database (ORD), a public repository of structured organic reaction records. The task is: describe an organic reaction: reactants, conditions, products, and yield Reactants: COCCOCCOc1cc2ncnc(Cl)c2cc1OC, [H-], O=C1Cc2ccccc2N1, [Na+], CN(C)C=O. Yields the product Cl, COCCOCCOc1cc2ncnc(C3C(=O)Nc4ccccc43)c2cc1OC. Reaction SMILES: [Cl:13][c:14]1[n:15][cH:16][n:17][c:18]2[cH:19][c:20]([O:26][CH2:27][CH2:28][O:29][CH2:30][CH2:31][O:32][CH3:33])[c:21]([O:24][CH3:25])[cH:22][c:23]12.[H-:11].[NH:1]1[C:2](=[O:10])[CH2:3][c:4]2[cH:5][cH:6][cH:7][cH:8][c:9]21.[Na+:12].[O:34]=[CH:35][N:36]([CH3:37])[CH3:38]>>[ClH:13].[NH:1]1[C:2](=[O:10])[CH:3]([c:14]2[n:15][cH:16][n:17][c:18]3[cH:19][c:20]([O:26][CH2:27][CH2:28][O:29][CH2:30][CH2:31][O:32][CH3:33])[c:21]([O:24][CH3:25])[cH:22][c:23]23)[c:4]2[cH:5][cH:6][cH:7][cH:8][c:9]21. Reactants: CN1CCNCC1, Cc1ccc(NC(=O)c2ccnc(Cl)c2)cc1-c1ccc(C(=O)NCC2CC2)cc1. The product is Cc1ccc(NC(=O)c2ccnc(N3CCN(C)CC3)c2)cc1-c1ccc(C(=O)NCC2CC2)cc1. RXN SMILES: [CH3:31][N:32]1[CH2:33][CH2:34][NH:35][CH2:36][CH2:37]1.[Cl:1][c:2]1[cH:3][c:4]([C:5](=[O:6])[NH:7][c:8]2[cH:9][c:10](-[c:15]3[cH:16][cH:17][c:18]([C:21](=[O:22])[NH:23][CH2:24][CH:25]4[CH2:26][CH2:27]4)[cH:19][cH:20]3)[c:11]([CH3:14])[cH:12][cH:13]2)[cH:28][cH:29][n:30]1>>[c:2]1([N:35]2[CH2:34][CH2:33][N:32]([CH3:31])[CH2:37][CH2:36]2)[cH:3][c:4]([C:5](=[O:6])[NH:7][c:8]2[cH:9][c:10](-[c:15]3[cH:16][cH:17][c:18]([C:21](=[O:22])[NH:23][CH2:24][CH:25]4[CH2:26][CH2:27]4)[cH:19][cH:20]3)[c:11]([CH3:14])[cH:12][cH:13]2)[cH:28][cH:29][n:30]1. Reported procedure: Under a nitrogen atmosphere, heptyl 4-iodobenzoate (2a) (10.1 g, 29.3 mmol) was dissolved in anhydrous triethylamine (50 mL), Pd(PPh3)2Cl2 (0.0820 g, 0.117 mmol), triphenylphosphine (0.126 g, 0.480 mmol), copper (I) iodide (0.135 g, 0.192 mmol), and trimethylsilylacetylene (TMSA) (4.30 mL, 31.7 mmol) were added, and the mixture was stirred at room temperature for 20 hr. The reaction solution was filtered through celite, the solvent was removed under reduced pressure, and the residue was purified... Yields the product C[Si](C)(C)C#CC1=CC=C(C(=O)OCCCCCCC)C=C1 (heptyl 4-[(trimethylsilyl)ethynyl]benzoate). Solvent: C(C)N(CC)CC (triethylamine). The reactants are C[Si](C)(C)C#C (trimethylsilylacetylene), IC1=CC=C(C(=O)OCCCCCCC)C=C1 (heptyl 4-iodobenzoate). Reaction conditions: time 20 hour. RXN SMILES: I[C:2]1[CH:17]=[CH:16][C:5]([C:6]([O:8][CH2:9][CH2:10][CH2:11][CH2:12][CH2:13][CH2:14][CH3:15])=[O:7])=[CH:4][CH:3]=1.[CH3:18][Si:19]([C:22]#[CH:23])([CH3:21])[CH3:20]>C(N(CC)CC)C.Cl[Pd](Cl)([P](C1C=CC=CC=1)(C1C=CC=CC=1)C1C=CC=CC=1)[P](C1C=CC=CC=1)(C1C=CC=CC=1)C1C=CC=CC=1.[Cu]I.C1(P(C2C=CC=CC=2)C2C=CC=CC=2)C=CC=CC=1>[CH3:18][Si:19]([C:22]#[C:23][C:2]1[CH:17]=[CH:16][C:5]([C:6]([O:8][CH2:9][CH2:10][CH2:11][CH2:12][CH2:13][CH2:14][CH3:15])=[O:7])=[CH:4][CH:3]=1)([CH3:21])[CH3:20] |^1:33,52|. The yield is 99.5%. Reagents/catalysts: Cl[Pd]([P](C1=CC=CC=C1)(C2=CC=CC=C2)C3=CC=CC=C3)([P](C4=CC=CC=C4)(C5=CC=CC=C5)C6=CC=CC=C6)Cl (Pd(PPh3)2Cl2), [Cu]I (copper (I) iodide), C1(=CC=CC=C1)P(C1=CC=CC=C1)C1=CC=CC=C1 (triphenylphosphine). The reactants are C(C1=CC=CC=C1)Cl (benzyl chloride). The reagents and catalysts are [Fe] (iron), Cl[Cu] (CuCl). Solvent: O (water). Conditions: time 3 hour. The product is C1(=CC=CC=C1)C(C)C1=CC=CC=C1 (diphenylethane). Yield: 71.1%. As a reaction SMILES: [CH2:1](Cl)[C:2]1[CH:7]=[CH:6][CH:5]=[CH:4][CH:3]=1>[Fe].Cl[Cu].O>[C:2]1([CH:1]([C:2]2[CH:7]=[CH:6][CH:5]=[CH:4][CH:3]=2)[CH3:1])[CH:7]=[CH:6][CH:5]=[CH:4][CH:3]=1. Procedure: The procedure of Example I was repeated except that the reaction mass contained 150 ml water, 5.6 g iron (99.9+% pure), 0.2 g CuCl (99.9% pure), and 25.4 g benzyl chloride. The reaction period was for 3 hr. 13.0 g of crude diphenylethane product was obtained. This represents a 71.4% yield.